This data is from the Open Reaction Database (ORD), a public repository of structured organic reaction records. The task is: describe an organic reaction: reactants, conditions, products, and yield Yields the product N1N=NN=C1NC(=O)C1=CC=C(CN2N=C(C=C2C(=O)NC2=CC=C(C=C2)OC(F)(F)F)C2=CC(=C(C(=C2)F)F)F)C=C1 (1-{4-[(1H-TETRAZOL-5-YLAMINO)CARBONYL]BENZYL}-N-[4-(TRIFLUOROMETHOXY)PHENYL]-3-(3,4,5-TRIFLUOROPHENYL)-1H-PYRAZOLE-5-CARBOXAMIDE). Run in C(C)(=O)OCC (ethyl acetate), CN(C)C=O (DMF). Procedure details: To a solution of the intermediate from example 1 step D (0.39 g, 1.0 mmol) in DMF (2 mL) was added 4-trifluromethoxy aniline (83 μL, 0.615 mmol), HOAt (0.2 g, 1.5 mmol), DIEA (0.52 mL, 3.0 mmol) and EDC (0.29 g, 1.5 mmol). The resulting solution was stirred at room temperature for 48 hours. The reaction was diluted with ethyl acetate and washed with 1N HCl, saturated NaHCO3, and saturated NaCl. The organic layer was dried over anhydrous Na2SO4, filtered and concentrated in vacuo. The residue was... RXN SMILES: CO[C:3]([C:5]1[CH:28]=[CH:27][C:8]([CH2:9][N:10]2[C:14]([C:15]([OH:17])=O)=[CH:13][C:12]([C:18]3[CH:23]=[C:22]([F:24])[C:21]([F:25])=[C:20]([F:26])[CH:19]=3)=[N:11]2)=[CH:7][CH:6]=1)=[O:4].[F:29][C:30]([F:40])([F:39])[O:31][C:32]1[CH:38]=[CH:37][C:35]([NH2:36])=[CH:34][CH:33]=1.C1C=[N:45][C:44]2[N:47](O)[N:48]=[N:49]C=2C=1.CC[N:53](C(C)C)C(C)C.C(Cl)CCl>CN(C=O)C.C(OCC)(=O)C>[NH:47]1[C:44]([NH:53][C:3]([C:5]2[CH:28]=[CH:27][C:8]([CH2:9][N:10]3[C:14]([C:15]([NH:36][C:35]4[CH:37]=[CH:38][C:32]([O:31][C:30]([F:39])([F:40])[F:29])=[CH:33][CH:34]=4)=[O:17])=[CH:13][C:12]([C:18]4[CH:19]=[C:20]([F:26])[C:21]([F:25])=[C:22]([F:24])[CH:23]=4)=[N:11]3)=[CH:7][CH:6]=2)=[O:4])=[N:45][N:49]=[N:48]1. Starting materials: COC(=O)C1=CC=C(CN2N=C(C=C2C(=O)O)C2=CC(=C(C(=C2)F)F)F)C=C1 (1-[4-(methoxycarbonyl)benzyl]-3-(3,4,5-trifluorophenyl)-1H-pyrazole-5-carboxylic acid), FC(OC1=CC=C(N)C=C1)(F)F (4-trifluromethoxy aniline), C1=CC2=C(N=C1)N(N=N2)O (HOAt), CCN(C(C)C)C(C)C (DIEA), C(CCl)Cl (EDC). Run at time 48 hour. Reactants: BrC=1C=CC2=C(C1)C=1CN(CCC1O2)C(=O)OC(C)(C)C (tert-butyl 8-bromo-3,4-dihydrobenzofuro[3,2-c]pyridine-2(1H)-carboxylate), CC1=CC=C(C=C1)S(=O)[O-].[Na+] (sodium 4-methylbenzenesulfinate). Yields the product CC1=CC=C(C=C1)S(=O)(=O)C=1C=CC2=C(C1)C=1CN(CCC1O2)C(=O)OC(C)(C)C (tert-butyl 8-(4-methylphenylsulfonyl)-3,4-dihydrobenzofuro[3,2-c]pyridine-2(1H)-carboxylate). The yield is 33.0%. RXN SMILES: Br[C:2]1[CH:3]=[CH:4][C:5]2[O:14][C:13]3[CH2:12][CH2:11][N:10]([C:15]([O:17][C:18]([CH3:21])([CH3:20])[CH3:19])=[O:16])[CH2:9][C:8]=3[C:6]=2[CH:7]=1.[CH3:22][C:23]1[CH:28]=[CH:27][C:26]([S:29]([O-:31])=[O:30])=[CH:25][CH:24]=1.[Na+]>>[CH3:22][C:23]1[CH:28]=[CH:27][C:26]([S:29]([C:2]2[CH:3]=[CH:4][C:5]3[O:14][C:13]4[CH2:12][CH2:11][N:10]([C:15]([O:17][C:18]([CH3:21])([CH3:20])[CH3:19])=[O:16])[CH2:9][C:8]=4[C:6]=3[CH:7]=2)(=[O:31])=[O:30])=[CH:25][CH:24]=1 |f:1.2|. Procedure: The product of Example 29, step B and sodium 4-methylbenzenesulfinate were coupled using the procedure of Example 29, step C. Purification by flash column chromatography (SiO2, 90:10 to 50:50 hexane/ethyl acetate) provided tert-butyl 8-(4-methylphenylsulfonyl)-3,4-dihydrobenzofuro[3,2-c]pyridine-2(1H)-carboxylate (65 mg, 33%) as a colorless oil: 1H NMR (CDCl3, 300 MHz) δ 8.07 (br s, 1H), 7.86-7.78 (m, 3H), 7.49 (d, J=8.7 Hz, 1H), 7.28 (d, J=8.1 Hz, 2H), 4.57 (br s, 2H), 3.88-3.78 (m, 2H), 2.90-2...